This data is from the Open Reaction Database (ORD), a public repository of structured organic reaction records. The task is: describe an organic reaction: reactants, conditions, products, and yield Reactants: CO, CC(C)=C(C(=O)O)c1ccc(F)cc1. Yields the product CC(C)C(C(=O)O)c1ccc(F)cc1. As a reaction SMILES: [CH3:15][OH:16].[F:1][c:2]1[cH:3][cH:4][c:5]([C:8]([C:9](=[O:10])[OH:11])=[C:12]([CH3:13])[CH3:14])[cH:6][cH:7]1>>[F:1][c:2]1[cH:3][cH:4][c:5]([CH:8]([C:9](=[O:10])[OH:11])[CH:12]([CH3:13])[CH3:14])[cH:6][cH:7]1. Reactants: ClC=1C(=CC=2N(N1)C(=NN2)C=2C=NC=CC2)N2CCCC2 (6-chloro-3-(pyridin-3-yl)-7-(pyrrolidin-1-yl)-1,2,4-triazolo[4,3-b]pyridazine), [H-].[Na+] (Sodium hydride), CN1N=CN=C1CO ((2-methyl-2H-1,2,4-triazol-3-yl)methanol), A-421210. Solvent: CN(C)C=O (DMF). Reaction conditions: time 18 hour. The product is CN1N=CN=C1COC=1C(=CC=2N(N1)C(=NN2)C=2C=NC=CC2)N2CCCC2 (6-(2-Methyl-2H-1,2,4-triazol-3-ylmethoxy)-3-(pyridin-3-yl)-7-(pyrrolidin-1-yl)-1,2,4-triazolo[4,3-b]pyridazine). Yield: 60.2%. RXN SMILES: [H-].[Na+].[CH3:3][N:4]1[C:8]([CH2:9][OH:10])=[N:7][CH:6]=[N:5]1.Cl[C:12]1[C:13]([N:27]2[CH2:31][CH2:30][CH2:29][CH2:28]2)=[CH:14][C:15]2[N:16]([C:18]([C:21]3[CH:22]=[N:23][CH:24]=[CH:25][CH:26]=3)=[N:19][N:20]=2)[N:17]=1>CN(C=O)C>[CH3:3][N:4]1[C:8]([CH2:9][O:10][C:12]2[C:13]([N:27]3[CH2:31][CH2:30][CH2:29][CH2:28]3)=[CH:14][C:15]3[N:16]([C:18]([C:21]4[CH:22]=[N:23][CH:24]=[CH:25][CH:26]=4)=[N:19][N:20]=3)[N:17]=2)=[N:7][CH:6]=[N:5]1 |f:0.1|. Procedure details: Sodium hydride (60% dispersion in oil, 16 mg, 0.41 mmol) was added to a solution of (2-methyl-2H-1,2,4-triazol-3-yl)methanol (EP-A-421210; 40 mg, 0.35 mmol) in dry DMF (2 ml) at room temperature. After 1 h at room temperature a solution of 6-chloro-3-(pyridin-3-yl)-7-(pyrrolidin-1-yl)-1,2,4-triazolo[4,3-b]pyridazine (100 mg, 0.33 mmol) was added and the reaction stirred for 18 h. The residue was partitioned between dichloromethane and water. The aqueous was further extracted with dichloromethane...